Dataset: the Open Reaction Database (ORD), a public repository of structured organic reaction records. Task: describe an organic reaction: reactants, conditions, products, and yield The reactants are ClC1=NC(=CC2=CC(=CC=C12)OC)NC1=NNC(=C1)C ((1-chloro-6-methoxy-isoquinolin-3-yl)-(5-methyl-1H-pyrazol-3-yl)-amine), FC=1C=C(C=CC1)B(O)O (3-fluoro-phenylboronic acid). The product is FC=1C=C(C=CC1)C1=NC(=CC2=CC(=CC=C12)OC)NC1=NNC(=C1)C ([1-(3-Fluoro-phenyl)-6-methoxy-isoquinolin-3-yl]-(5-methyl-1H-pyrazol-3-yl)-amine). As a reaction SMILES: Cl[C:2]1[C:11]2[C:6](=[CH:7][C:8]([O:12][CH3:13])=[CH:9][CH:10]=2)[CH:5]=[C:4]([NH:14][C:15]2[CH:19]=[C:18]([CH3:20])[NH:17][N:16]=2)[N:3]=1.[F:21][C:22]1[CH:23]=[C:24](B(O)O)[CH:25]=[CH:26][CH:27]=1>>[F:21][C:22]1[CH:27]=[C:26]([C:2]2[C:11]3[C:6](=[CH:7][C:8]([O:12][CH3:13])=[CH:9][CH:10]=3)[CH:5]=[C:4]([NH:14][C:15]3[CH:19]=[C:18]([CH3:20])[NH:17][N:16]=3)[N:3]=2)[CH:25]=[CH:24][CH:23]=1. Procedure details: Similar procedure as described in example 131 was used, starting from (1-chloro-6-methoxy-isoquinolin-3-yl)-(5-methyl-1H-pyrazol-3-yl)-amine and 3-fluoro-phenylboronic acid to give [1-(3-Fluoro-phenyl)-6-methoxy-isoquinolin-3-yl]-(5-methyl-1H-pyrazol-3-yl)-amine. LC-MS m/e 349(MH+). The reactants are CI, CCOC(C)=O, [H-], [Na+], CN(C)C=O, O=Cc1cccc2cc[nH]c12. The product is Cn1ccc2cccc(C=O)c21. RXN SMILES: [CH3:14][I:15].[CH3:16][CH2:17][O:18][C:19](=[O:20])[CH3:21].[H-:12].[Na+:13].[O:22]=[CH:23][N:24]([CH3:25])[CH3:26].[nH:1]1[cH:2][cH:3][c:4]2[cH:5][cH:6][cH:7][c:8]([CH:10]=[O:11])[c:9]12>>[n:1]1([CH3:16])[cH:2][cH:3][c:4]2[cH:5][cH:6][cH:7][c:8]([CH:10]=[O:11])[c:9]12. Starting materials: [Si](C)(C)(C(C)(C)C)OC(CCCCCCC1=CC=CC=C1)C=1OC(=CN1)C1=CC(=CC=C1)OC (2-(1-(tert-Butyldimethylsilyloxy)-7-phenylheptyl)-5-(3-methoxyphenyl)oxazole), [Si](C)(C)(C(C)(C)C)OC(CCCCCCC1=CC=CC=C1)C=1OC(=CN1)[Sn](CCCC)(CCCC)CCCC (2-(1-(tert-butyldimethylsilyloxy)-7-phenylheptyl)-5-(tributylstannyl)oxazole), IC1=CC(=CC=C1)OC (1-iodo-3-methoxybenzene). Product: EtOAc hexanes, COC=1C=C(C=CC1)C1=CN=C(O1)C(CCCCCCC1=CC=CC=C1)=O (1-(5-(3-Methoxyphenyl)oxazol-2-yl)-7-phenylheptan-1-one). The yield is 78.0%. Reaction SMILES: [Si]([O:8][CH:9]([C:22]1[O:23][C:24]([C:27]2[CH:32]=[CH:31][CH:30]=[C:29]([O:33][CH3:34])[CH:28]=2)=[CH:25][N:26]=1)[CH2:10][CH2:11][CH2:12][CH2:13][CH2:14][CH2:15][C:16]1[CH:21]=[CH:20][CH:19]=[CH:18][CH:17]=1)(C(C)(C)C)(C)C.[Si](OC(C1OC([Sn](CCCC)(CCCC)CCCC)=CN=1)CCCCCCC1C=CC=CC=1)(C(C)(C)C)(C)C.IC1C=CC=C(OC)C=1>>[CH3:34][O:33][C:29]1[CH:28]=[C:27]([C:24]2[O:23][C:22]([C:9](=[O:8])[CH2:10][CH2:11][CH2:12][CH2:13][CH2:14][CH2:15][C:16]3[CH:21]=[CH:20][CH:19]=[CH:18][CH:17]=3)=[N:26][CH:25]=2)[CH:32]=[CH:31][CH:30]=1. Procedure: 2-(1-(tert-Butyldimethylsilyloxy)-7-phenylheptyl)-5-(3-methoxyphenyl)oxazole. The title compound was prepared from 2-(1-(tert-butyldimethylsilyloxy)-7-phenylheptyl)-5-(tributylstannyl)oxazole (190 mg, 0.287 mmol) and 1-iodo-3-methoxybenzene following General Procedure A. Flash chromatography (2-10% EtOAc/hexanes) yielded the title compound as a clear oil (107 mg, 78%): 1H NMR (CDCl3, 500 MHz) δ 8.40 (m, 1H), 8.07 (d, 1H, J=8.0 Hz), 7.90 (d, 1H, J=8.0 Hz), 7.58 (t, 1H, J=7.6 Hz), 7.44 (s, 1H), 7.... Reactants: FC(S(=O)(=O)[O-])(F)F (trifluoromethanesulfonate), CN1C(C=CC=C1)C(C1=CC=CC=C1)=O (N-methyl-2-benzoylpyridine). Reagents/catalysts: [Pt]=O (platinum oxide). The solvent is C(C)(=O)O (acetic acid). Conditions: time 8 hour. Yields the product OC(C1=CC=CC=C1)C1N(CCCC1)C (2-(α-hydroxybenzyl)-N-methylpiperidine). Isolated yield 89.3%. Reaction SMILES: FC(F)(F)S([O-])(=O)=O.[CH3:9][N:10]1[CH:15]=[CH:14][CH:13]=[CH:12][CH:11]1[C:16](=[O:23])[C:17]1[CH:22]=[CH:21][CH:20]=[CH:19][CH:18]=1>[Pt]=O.C(O)(=O)C>[OH:23][CH:16]([CH:11]1[CH2:12][CH2:13][CH2:14][CH2:15][N:10]1[CH3:9])[C:17]1[CH:22]=[CH:21][CH:20]=[CH:19][CH:18]=1. Procedure details: The trifluoromethanesulfonate salt of N-methyl-2-benzoylpyridine (23.2 g, 0.066 mol) was added to a Parr bottle containing platinum oxide (0.20 g) and acetic acid (100 ml). Hydrogenation was stopped after 8 hours and a 299 psi drop in pressure. The reaction mixture was filtered. The filtrate was concentrated using a rotovap and poured onto ice. It was basified using 25% sodium hydroxide to pH 11. This aqueous mixture was extracted with ethyl acetate. The organic layer was washed with a small amo... Reactants: OC=1C=C2CCC(C2=CC1)=O (5-Hydroxy-1 indanone), IN1C(CCC1=O)=O (N-iodosuccinimide). Run in CC#N (CH3CN). The product is OC=1C=C2CCC(C2=CC1I)=O (5-Hydroxy-6-iodo-1-indanone). As a reaction SMILES: [OH:1][C:2]1[CH:3]=[C:4]2[C:8](=[CH:9][CH:10]=1)[C:7](=[O:11])[CH2:6][CH2:5]2.[I:12]N1C(=O)CCC1=O>CC#N>[OH:1][C:2]1[CH:3]=[C:4]2[C:8](=[CH:9][C:10]=1[I:12])[C:7](=[O:11])[CH2:6][CH2:5]2. Procedure details: 5-Hydroxy-1 indanone (1.48 g),-N-iodosuccinimide (2.25 g) and CH3CN (20 ml) were stirred at room temperature overnight. The solution was evaporated to dryness, slurried with EtOAc, then filtered. The filtrate was evaporated to dryness and the solid recrystallized from CH3CN affording the desired compound (0.92 g), m.p. 114°-15° C. Starting materials: ice, [Cl-].[Al+3].[Cl-].[Cl-] (aluminum chloride), CC=1C=CC(=CC1)C(C)C (p-cymene), C(C(=C)C)(=O)Cl (methacryloyl chloride). The solvent is C(=S)=S (carbon disulfide), C(=S)=S (carbon disulfide). Conditions: time 5 hour. The product is CC1C(C2=C(C=CC(=C2C1)C(C)C)C)=O (2,7-Dimethyl-4-isopropyl-1-indanone). As a reaction SMILES: [Cl-].[Al+3].[Cl-].[Cl-].[CH3:5][C:6]1[CH:7]=[CH:8][C:9]([CH:12]([CH3:14])[CH3:13])=[CH:10][CH:11]=1.[C:15](Cl)(=[O:19])[C:16]([CH3:18])=[CH2:17]>C(=S)=S>[CH3:17][CH:16]1[CH2:18][C:10]2[C:11](=[C:6]([CH3:5])[CH:7]=[CH:8][C:9]=2[CH:12]([CH3:14])[CH3:13])[C:15]1=[O:19] |f:0.1.2.3|. Procedure: In a 1-liter three-necked flask equipped with a 200 ml dropping funnel were charged 87.61 g (0.66 mol) of anhydrous aluminum chloride and 150 ml of carbon disulfide, to which were added at room temperature through a dropping funnel p-cymene (47.0 ml, 0.301 mol) and methacryloyl chloride (33.0 ml, 0.338 mol) diluted with 30 ml of carbon disulfide. After stirring at room temperature for 5 hours, the reaction mixture was slowly poured on 1 kg of ice. After extraction of the reaction mixture with di... Reactants: C1(=CC=CC=C1)COC1=NOC(N1)=O (3-(phenylmethoxy)-1,2,4-oxadiazol-5(4H)-one), IC (iodomethane), ClC1=CC=C(C=C1)N(C(=O)Cl)C(C)C ((4-chlorophenyl)(1-methylethyl)carbamic chloride), N,N′-dimethylamino-pyridine. Run in C(C)#N (acetonitrile). Conditions: time 18 hour. Product: ClC1=CC=C(C=C1)N(C(=O)N1OC(N(C1=O)C)=O)C(C)C (N-(4-Chlorophenyl)-4-methyl-N-(1-methylethyl)-3,5-dioxo-1,2,4-oxadiazolidine-2-carboxamide). Yield: 18.5%. Reaction SMILES: C1(C[O:8][C:9]2[NH:13][C:12](=[O:14])[O:11][N:10]=2)C=CC=CC=1.I[CH3:16].[Cl:17][C:18]1[CH:23]=[CH:22][C:21]([N:24]([CH:28]([CH3:30])[CH3:29])[C:25](Cl)=[O:26])=[CH:20][CH:19]=1>C(#N)C>[Cl:17][C:18]1[CH:23]=[CH:22][C:21]([N:24]([CH:28]([CH3:30])[CH3:29])[C:25]([N:10]2[C:9](=[O:8])[N:13]([CH3:16])[C:12](=[O:14])[O:11]2)=[O:26])=[CH:20][CH:19]=1. Reported procedure: A 50 mL round bottom flask, equipped with a thermometer, a stirrer and nitrogen inlet was charged with 3-(phenylmethoxy)-1,2,4-oxadiazol-5(4H)-one (0.5 g, 2.6 mmol), 1,8-diazabicyclo[5.4.0]unded-7-ene (0.5 g, 3.28 mmol), iodomethane (0.5 g, 3.54 mmol) and acetonitrile (5 mL). The mixture was stirred at room temperature for 18 h. To the mixture was added (4-chlorophenyl)(1-methylethyl)carbamic chloride (0.7 g, 3 mmol) and N,N′-dimethylamino-pyridine (0.367 g, 3 mmol), and the resulting mixture wa...